This data is from the Open Reaction Database (ORD), a public repository of structured organic reaction records. The task is: describe an organic reaction: reactants, conditions, products, and yield Reactants: CCOC(=S)[S-], Cc1c(Cl)cc(C(=O)C=CC(=O)O)cc1Cl, Cl, [K+], O. Product: CCOC(=S)SC(=CC(=O)c1cc(Cl)c(C)c(Cl)c1)C(=O)O. RXN SMILES: [C:17]([S-:18])([O:19][CH2:20][CH3:21])=[S:22].[Cl:1][c:2]1[cH:3][c:4]([C:10]([CH:11]=[CH:12][C:13](=[O:14])[OH:15])=[O:16])[cH:5][c:6]([Cl:9])[c:7]1[CH3:8].[ClH:24].[K+:23].[OH2:25]>>[Cl:1][c:2]1[cH:3][c:4]([C:10]([CH:11]=[C:12]([C:13](=[O:14])[OH:15])[S:22][C:17](=[S:18])[O:19][CH2:20][CH3:21])=[O:16])[cH:5][c:6]([Cl:9])[c:7]1[CH3:8]. Reactants: C(=O)[C@H]1CN(C[C@@H]1C1=CC=CC=C1)[C@@H](C(=O)OCC1=CC=C(C=C1)OC)CC1CCC1 (2-(R)-(3-(R)-Formyl-4-(S)-phenylpyrrolidin-1-yl)-3-(cyclobutyl)propanoic acid, 4-(methoxy)benzyl ester), N1=C2C(=NO1)C(=CC=C2)CCCC2CCNCC2 (4-(3-(benzofurazanyl)propyl)piperidine), Cl (HCl). The product is N1=C2C(=NO1)C(=CC=C2)CCCC2CCN(CC2)C[C@H]2CN(C[C@@H]2C2=CC=CC=C2)[C@@H](C(=O)OCC2=CC=C(C=C2)OC)CC2CCC2 (2-(R)-(3-(S)-((4-(3-(Benzofurazan-4-yl)-propyl)piperidin-1-yl)methyl)-4-(S)-phenylpyrrolidin-1-yl)-3-(cyclobutyl) propanoic acid, (4-methoxy)benzyl ester). The yield is 40.7%. As a reaction SMILES: [CH:1]([C@@H:3]1[C@@H:7]([C:8]2[CH:13]=[CH:12][CH:11]=[CH:10][CH:9]=2)[CH2:6][N:5]([C@H:14]([CH2:27][CH:28]2[CH2:31][CH2:30][CH2:29]2)[C:15]([O:17][CH2:18][C:19]2[CH:24]=[CH:23][C:22]([O:25][CH3:26])=[CH:21][CH:20]=2)=[O:16])[CH2:4]1)=O.[N:32]1[O:36][N:35]=[C:34]2[C:37]([CH2:41][CH2:42][CH2:43][CH:44]3[CH2:49][CH2:48][NH:47][CH2:46][CH2:45]3)=[CH:38][CH:39]=[CH:40][C:33]=12.Cl>>[N:32]1[O:36][N:35]=[C:34]2[C:37]([CH2:41][CH2:42][CH2:43][CH:44]3[CH2:49][CH2:48][N:47]([CH2:1][C@@H:3]4[C@@H:7]([C:8]5[CH:9]=[CH:10][CH:11]=[CH:12][CH:13]=5)[CH2:6][N:5]([C@H:14]([CH2:27][CH:28]5[CH2:29][CH2:30][CH2:31]5)[C:15]([O:17][CH2:18][C:19]5[CH:24]=[CH:23][C:22]([O:25][CH3:26])=[CH:21][CH:20]=5)=[O:16])[CH2:4]4)[CH2:46][CH2:45]3)=[CH:38][CH:39]=[CH:40][C:33]=12. Procedure: The title compound was prepared from 20 mg (0.07 mmol) of 2-(R)-(3-(R)formyl-4-(S)-phenylpyrrolidin-1-yl)-3-(cyclobutyl)propanoic acid, (4-methoxy)benzyl ester (from EXAMPLE 19, Step F) and 13.7 mg (0.04 mmol) of 4-(3-(benzofurazanyl)propyl)piperidine.HCl (from EXAMPLE 117, Step B) using a procedure analogous to that described in EXAMPLE 1, Step J to provide 10.6 mg (35%) of the title compound: RF: 0.36 (1:1 v/v hexanes/EtOAc); 1H NMR (300 MHz) δ 0.80-3.32 (m, 33H), 3.80 (s, 31), 5.04-5.13 (m, 2... Starting materials: C(C1=CC=CC=C1)N1CCC(CC1)NC1=NC=CC=C1[N+](=O)[O-] ((1-Benzyl-piperidin-4-yl)-(3-nitro-pyridin-2-yl)-amine), Cl[Sn]Cl (SnCl2), Cl (HCl). Solvent: C1CCOC1 (THF), CCOC(=O)C (EtOAc). Conditions: time 2 hour. Yields the product C(C1=CC=CC=C1)N1CCC(CC1)NC1=NC=CC=C1N (2-N-(1-Benzyl-piperidin-4-yl)-pyridine-2,3-diamine). Reaction SMILES: [CH2:1]([N:8]1[CH2:13][CH2:12][CH:11]([NH:14][C:15]2[C:20]([N+:21]([O-])=O)=[CH:19][CH:18]=[CH:17][N:16]=2)[CH2:10][CH2:9]1)[C:2]1[CH:7]=[CH:6][CH:5]=[CH:4][CH:3]=1.Cl[Sn]Cl.Cl>C1COCC1.CCOC(C)=O>[CH2:1]([N:8]1[CH2:13][CH2:12][CH:11]([NH:14][C:15]2[C:20]([NH2:21])=[CH:19][CH:18]=[CH:17][N:16]=2)[CH2:10][CH2:9]1)[C:2]1[CH:7]=[CH:6][CH:5]=[CH:4][CH:3]=1. Reported procedure: To a solution of (1-Benzyl-piperidin-4-yl)-(3-nitro-pyridin-2-yl)-amine (from Step A) in 10 mL of THF was added 2.4 g of SnCl2 and 1 mL of concentrated HCl at room temperature, stirred at room temperature for 2 hours. The reaction was diluted with 40 mL of EtOAc and washed with 30 mL of saturated NaHCO3 aqueous solution. After separating layers, the aqueous phase was extracted with 2×15 mL EtOAc. The combined organic phases were washed with 15 mL of brine, dried over MgSO4 and concentrated under...